From a dataset of the Open Reaction Database (ORD), a public repository of structured organic reaction records. describe an organic reaction: reactants, conditions, products, and yield Starting materials: COC=1C=C(C=O)C=C(C1)OC (3,5-dimethoxybenzaldehyde), [Mg] (magnesium), C1COC(C2=CC=C(C=C2)Br)O1 (p-bromobenzaldehyde ethylene acetal), [Mg] (magnesium), II (iodine), [Cl-].[NH4+] (ammonium chloride). Run in O1CCCC1 (tetrahydorfuran), O1CCCC1 (tetrahydorfuran). Conditions: time 1.5 hour. The product is COC=1C=C(C(C2=CC=C(C=C2)C2OCCO2)O)C=C(C1)OC (3,5-dimethoxy-4'-(1,3-dioxolan-2-yl)benzhydrol). Isolated yield 92.3%. RXN SMILES: [Mg].II.[CH2:4]1[O:15][CH:7]([C:8]2[CH:13]=[CH:12][C:11](Br)=[CH:10][CH:9]=2)[O:6][CH2:5]1.[CH3:16][O:17][C:18]1[CH:19]=[C:20]([CH:23]=[C:24]([O:26][CH3:27])[CH:25]=1)[CH:21]=[O:22].[Cl-].[NH4+]>O1CCCC1>[CH3:27][O:26][C:24]1[CH:23]=[C:20]([CH:19]=[C:18]([O:17][CH3:16])[CH:25]=1)[CH:21]([OH:22])[C:11]1[CH:12]=[CH:13][C:8]([CH:7]2[O:15][CH2:4][CH2:5][O:6]2)=[CH:9][CH:10]=1 |f:4.5|. Reported procedure: To a suspension of magnesium (0.9 g, 37 millimol) in tetrahydorfuran (30 ml) was added a small amount of iodine, and thereto was added a solution of p-bromobenzaldehyde ethylene acetal (8.0 g, 33 millimol) in tetrahydorfuran (10 ml) under nitrogen atmosphere. After a while, heat was generated, and magnesium was dissolved. After stirring for 1.5 hours as it was, the mixture was cooled with ice, and thereto was added at a breath 3,5-dimethoxybenzaldehyde (5 g, 30 millimol). After stirring for 2 ho... Reactants: CC(=O)CC(=O)OC(C)(C)C, CC(=O)O, O=N[O-], [Na+], O. Yields the product CC(=O)C(=NO)C(=O)OC(C)(C)C. RXN SMILES: [C:1]([CH3:2])([CH3:3])([CH3:4])[O:5][C:6]([CH2:7][C:8](=[O:9])[CH3:10])=[O:11].[CH3:16][C:17](=[O:18])[OH:19].[N:12](=[O:13])[O-:14].[Na+:15].[OH2:20]>>[C:1]([CH3:2])([CH3:3])([CH3:4])[O:5][C:6]([C:7]([C:8](=[O:9])[CH3:10])=[N:12][OH:13])=[O:11]. Reactants: COC(=O)c1ccccc1C(=O)O, O=C(NCCC1CC1)c1ccc(N2CCNCC2)nn1. Yields the product COC(=O)c1ccccc1C(=O)N1CCN(c2ccc(C(=O)NCCC3CC3)nn2)CC1. RXN SMILES: [CH3:1][O:2][C:3]([c:4]1[c:5]([C:6](=[O:7])[OH:8])[cH:9][cH:10][cH:11][cH:12]1)=[O:13].[CH:14]1([CH2:17][CH2:18][NH:19][C:20](=[O:21])[c:22]2[n:23][n:24][c:25]([N:28]3[CH2:29][CH2:30][NH:31][CH2:32][CH2:33]3)[cH:26][cH:27]2)[CH2:15][CH2:16]1>>[CH3:1][O:2][C:3]([c:4]1[c:5]([C:6](=[O:8])[N:31]2[CH2:30][CH2:29][N:28]([c:25]3[n:24][n:23][c:22]([C:20]([NH:19][CH2:18][CH2:17][CH:14]4[CH2:15][CH2:16]4)=[O:21])[cH:27][cH:26]3)[CH2:33][CH2:32]2)[cH:9][cH:10][cH:11][cH:12]1)=[O:13]. The reactants are N1C(=O)C(=O)C2=CC=CC=C12 (isatin), Cl.C(C)(C)N(CCCl)C(C)C (2-diisopropylaminoethyl chloride hydrochloride), C([O-])([O-])=O.[K+].[K+] (potassium carbonate). Run in C1(=CC=CC=C1)C (toluene). Reaction conditions: temperature 90 celsius, time 4 hour. The product is C(C)(C)N(CCN1C(=O)C(=O)C2=CC=CC=C12)C(C)C (1-(2-diisopropylaminoethyl)isatin). The yield is 89.9%. RXN SMILES: [NH:1]1[C:11]2[C:6](=[CH:7][CH:8]=[CH:9][CH:10]=2)[C:4](=[O:5])[C:2]1=[O:3].Cl.[CH:13]([N:16]([CH:20]([CH3:22])[CH3:21])[CH2:17][CH2:18]Cl)([CH3:15])[CH3:14].C(=O)([O-])[O-].[K+].[K+]>C1(C)C=CC=CC=1>[CH:13]([N:16]([CH:20]([CH3:22])[CH3:21])[CH2:17][CH2:18][N:1]1[C:11]2[C:6](=[CH:7][CH:8]=[CH:9][CH:10]=2)[C:4](=[O:5])[C:2]1=[O:3])([CH3:15])[CH3:14] |f:1.2,3.4.5|. Procedure details: A suspension of 2.94 g of isatin, 4.20 g of 2-diisopropylaminoethyl chloride hydrochloride, and 3.17 g of anhydrous potassium carbonate in 50 ml of toluene was stirred for 4 hours at 90° C. After cooling, the reaction mixture was washed with water, dried over anhydrous magnesium sulfate and concentrated under reduced pressure. The residue was recrystallized from hexane to obtain 4.93 g of 1-(2-diisopropylaminoethyl)isatin. The chemical properties of this product are identical with those of the p... Reactants: O=C1OCCC=C1Br, O=C([O-])[O-], CCOC(C)=O, [F-], OB(O)c1ccc(F)c(F)c1, [K+], [K+], [K+], C1CCOC1, O, c1ccc(P(c2ccccc2)(c2ccccc2)[Pd](P(c2ccccc2)(c2ccccc2)c2ccccc2)(P(c2ccccc2)(c2ccccc2)c2ccccc2)P(c2ccccc2)(c2ccccc2)c2ccccc2)cc1. Product: O=C1OCCC=C1c1ccc(F)c(F)c1. Reaction SMILES: [Br:1][C:2]1=[CH:7][CH2:6][CH2:5][O:4][C:3]1=[O:8].[C:20](=[O:21])([O-:22])[O-:23].[CH3:110][CH2:111][O:112][C:113](=[O:114])[CH3:115].[F-:26].[F:9][c:10]1[cH:11][c:12]([B:17]([OH:18])[OH:19])[cH:13][cH:14][c:15]1[F:16].[K+:24].[K+:25].[K+:27].[O:28]1[CH2:29][CH2:30][CH2:31][CH2:32]1.[OH2:116].[cH:33]1[cH:34][cH:35][c:36]([P:37]([Pd:38]([P:39]([c:40]2[cH:41][cH:42][cH:43][cH:44][cH:45]2)([c:46]2[cH:47][cH:48][cH:49][cH:50][cH:51]2)[c:52]2[cH:53][cH:54][cH:55][cH:56][cH:57]2)([P:58]([c:59]2[cH:60][cH:61][cH:62][cH:63][cH:64]2)([c:65]2[cH:66][cH:67][cH:68][cH:69][cH:70]2)[c:71]2[cH:72][cH:73][cH:74][cH:75][cH:76]2)[P:77]([c:78]2[cH:79][cH:80][cH:81][cH:82][cH:83]2)([c:84]2[cH:85][cH:86][cH:87][cH:88][cH:89]2)[c:90]2[cH:91][cH:92][cH:93][cH:94][cH:95]2)([c:96]2[cH:97][cH:98][cH:99][cH:100][cH:101]2)[c:102]2[cH:103][cH:104][cH:105][cH:106][cH:107]2)[cH:108][cH:109]1>>[C:2]1([c:12]2[cH:11][c:10]([F:9])[c:15]([F:16])[cH:14][cH:13]2)=[CH:7][CH2:6][CH2:5][O:4][C:3]1=[O:8].